Dataset: the Open Reaction Database (ORD), a public repository of structured organic reaction records. Task: describe an organic reaction: reactants, conditions, products, and yield Starting materials: [Mg+]C1CCCCC1, [Cl-], Cl, O=C1OC(=O)c2ccccc21, C1CCOC1. Product: O=C(O)c1ccccc1C(=O)C1CCCCC1. RXN SMILES: [CH:13]1([Mg+:19])[CH2:14][CH2:15][CH2:16][CH2:17][CH2:18]1.[Cl-:12].[ClH:20].[O:1]=[C:2]1[O:3][C:4](=[O:5])[c:6]2[cH:7][cH:8][cH:9][cH:10][c:11]21.[O:21]1[CH2:22][CH2:23][CH2:24][CH2:25]1>>[O:1]=[C:2]([OH:3])[c:11]1[c:6]([C:4](=[O:5])[CH:13]2[CH2:14][CH2:15][CH2:16][CH2:17][CH2:18]2)[cH:7][cH:8][cH:9][cH:10]1. Reactants: COC(=O)c1cc(Cl)nc(NS(C)(=O)=O)c1, [H-], CI, [Na+], CN(C)C=O. Product: COC(=O)c1cc(Cl)nc(N(C)S(C)(=O)=O)c1. Reaction SMILES: [CH3:3][O:4][C:5]([c:6]1[cH:7][c:8]([Cl:17])[n:9][c:10]([NH:12][S:13](=[O:14])(=[O:15])[CH3:16])[cH:11]1)=[O:18].[H-:1].[I:19][CH3:20].[Na+:2].[O:21]=[CH:22][N:23]([CH3:24])[CH3:25]>>[CH3:3][O:4][C:5]([c:6]1[cH:7][c:8]([Cl:17])[n:9][c:10]([N:12]([S:13](=[O:14])(=[O:15])[CH3:16])[CH3:20])[cH:11]1)=[O:18]. Starting materials: OCCBr, O=C([O-])[O-], CCOC(=O)N1c2ccc(OC)nc2C(Nc2ncc(-c3nnn[nH]3)cc2Cc2cc(C(F)(F)F)cc(C(F)(F)F)c2)CC1CC, CN(C)C=O, CCOC(C)=O, [K+], [K+], O. The product is CCOC(=O)N1c2ccc(OC)nc2C(Nc2ncc(-c3nnn(CCO)n3)cc2Cc2cc(C(F)(F)F)cc(C(F)(F)F)c2)CC1CC. RXN SMILES: [Br:53][CH2:54][CH2:55][OH:56].[C:47](=[O:48])([O-:49])[O-:50].[CH2:1]([CH3:2])[O:3][C:4](=[O:5])[N:6]1[CH:7]([CH2:45][CH3:46])[CH2:8][CH:9]([NH:18][c:19]2[n:20][cH:21][c:22](-[c:40]3[n:41][n:42][n:43][nH:44]3)[cH:23][c:24]2[CH2:25][c:26]2[cH:27][c:28]([C:36]([F:37])([F:38])[F:39])[cH:29][c:30]([C:32]([F:33])([F:34])[F:35])[cH:31]2)[c:10]2[n:11][c:12]([O:16][CH3:17])[cH:13][cH:14][c:15]21.[CH3:58][N:59]([CH3:60])[CH:61]=[O:62].[CH3:63][CH2:64][O:65][C:66](=[O:67])[CH3:68].[K+:51].[K+:52].[OH2:57]>>[CH2:1]([CH3:2])[O:3][C:4](=[O:5])[N:6]1[CH:7]([CH2:45][CH3:46])[CH2:8][CH:9]([NH:18][c:19]2[n:20][cH:21][c:22](-[c:40]3[n:41][n:42][n:43]([CH2:54][CH2:55][OH:56])[n:44]3)[cH:23][c:24]2[CH2:25][c:26]2[cH:27][c:28]([C:36]([F:37])([F:38])[F:39])[cH:29][c:30]([C:32]([F:33])([F:34])[F:35])[cH:31]2)[c:10]2[n:11][c:12]([O:16][CH3:17])[cH:13][cH:14][c:15]21. Reactants: NC=1SC=C(N1)C(C(=O)OCC)=O (ethyl 2-aminothiazol-4-ylglyoxylate), COC=1C=C(C=CC1)N=C=O (m-methoxyphenyl isocyanate). Solvent: CN(C=O)C (dimethylformamide). Product: COC=1C=C(C=CC1)NC(NC=1SC=C(N1)C(C(=O)OCC)=O)=O (Ethyl 2-(3-m-methoxyphenylureido)thiazol-4-ylglyoxylate). RXN SMILES: [NH2:1][C:2]1[S:3][CH:4]=[C:5]([C:7](=[O:13])[C:8]([O:10][CH2:11][CH3:12])=[O:9])[N:6]=1.[CH3:14][O:15][C:16]1[CH:17]=[C:18]([N:22]=[C:23]=[O:24])[CH:19]=[CH:20][CH:21]=1>CN(C)C=O>[CH3:14][O:15][C:16]1[CH:17]=[C:18]([NH:22][C:23](=[O:24])[NH:1][C:2]2[S:3][CH:4]=[C:5]([C:7](=[O:13])[C:8]([O:10][CH2:11][CH3:12])=[O:9])[N:6]=2)[CH:19]=[CH:20][CH:21]=1. Procedure: Following a procedure similar to that described in Preparation 1, the desired compound was prepared from 5 g of ethyl 2-aminothiazol-4-ylglyoxylate, 4.5 g of m-methoxyphenyl isocyanate and 40 ml of dimethylformamide, as yellow crystals having the following physical properties.